From a dataset of the Open Reaction Database (ORD), a public repository of structured organic reaction records. describe an organic reaction: reactants, conditions, products, and yield RXN SMILES: [C:1]1([S:7][C:8]2[C:16]3[C:11](=[CH:12][CH:13]=[CH:14][CH:15]=3)[NH:10][C:9]=2[CH2:17][S:18][C:19]2[CH:24]=[CH:23][CH:22]=[CH:21][CH:20]=2)[CH:6]=[CH:5][CH:4]=[CH:3][CH:2]=1.[Mg+2].C(O[O-])(=O)C1C(=CC=CC=1)C([O-])=[O:30]>CO>[C:19]1([S:18]([CH2:17][C:9]2[NH:10][C:11]3[C:16]([C:8]=2[S:7][C:1]2[CH:2]=[CH:3][CH:4]=[CH:5][CH:6]=2)=[CH:15][CH:14]=[CH:13][CH:12]=3)=[O:30])[CH:20]=[CH:21][CH:22]=[CH:23][CH:24]=1 |f:1.2|. The product is C1(=CC=CC=C1)S(=O)CC=1NC2=CC=CC=C2C1SC1=CC=CC=C1 (2-Phenylsulfinylmethyl-3-phenylthioindole). The reactants are C1(=CC=CC=C1)SC1=C(NC2=CC=CC=C12)CSC1=CC=CC=C1 (3-phenylthio-2-phenylthiomethylindole), [Mg+2].C(C=1C(C(=O)[O-])=CC=CC1)(=O)O[O-] (Monoperoxyphthalic acid magnesium salt). Reported procedure: A solution of 3-phenylthio-2-phenylthiomethylindole (0.750 g, 2.94 mmol) in methanol (100 mL) was cooled to 0° C. with stirring. Monoperoxyphthalic acid magnesium salt (0.908 g, 80% peracid) in methanol (50 mL) was added slowly dropwise. After addition, the reaction was stirred an additional 30 min., then quenched with 10% aqueous sodium thiosulfate (2 mL). The methanol was removed in vacuo, and the residue partitioned between ethyl acetate and water. The organic phase was washed successively wi... Run in CO (methanol), CO (methanol). Reactants: CSC.B (borane dimethyl sulphide), SCCCCCCCCCCC(=O)O (11-Mercaptoundecanoic acid), O (Water). Run in C1CCOC1 (THF). Reaction conditions: time 4 hour. The product is SCCCCCCCCCCCO (11-Mercaptoundecanol). Reaction SMILES: [SH:1][CH2:2][CH2:3][CH2:4][CH2:5][CH2:6][CH2:7][CH2:8][CH2:9][CH2:10][CH2:11][C:12](O)=[O:13].CSC.B.O>C1COCC1>[SH:1][CH2:2][CH2:3][CH2:4][CH2:5][CH2:6][CH2:7][CH2:8][CH2:9][CH2:10][CH2:11][CH2:12][OH:13] |f:1.2|. Procedure details: 11-Mercaptoundecanoic acid (G) (1.0 g, 4.6 mmol) was dissolved in dry THF (20 mL) and borane dimethyl sulphide (3 mL, 1.1 equiv.) was slowly added under N2 atmosphere. The mixture was stirred at room temperature for 4 hr. Water was added to the solution was extracted using ethyl acetate. The organic extract was washed with 1N HCl, water and saturated sodium bicarbonate solution successively. After drying (MgSO4), the solvent was evaporated to give a clear oil. The crude oil was purified by colum... Reactants: BrC1=NC(=CC=C1)Br (2,6-dibromo-pyridine), BrC1=CC=CC(=N1)C=O (6-Bromo-pyridine-2-carbaldehyde), CN(C)C=O (DMF), [Li]CCCC (n-BuLi), C(CCC)[Mg]Cl (n-BuMgCl), C(CC(O)(C(=O)O)CC(=O)O)(=O)O (citric acid). Solvent: C1(=CC=CC=C1)C (toluene), O (H2O), C1(=CC=CC=C1)C (toluene), C1(=CC=CC=C1)C (toluene). Run at temperature -10 celsius, time 30 minute. Yields the product N1(CCCCC1)CCC#CC1=NC(=CC=C1)CN1CCCCC1 (2-(4-Piperidin-1-yl-but-1-ynyl)-6-piperidin-1-ylmethyl-pyridine). Isolated yield 52.0%. As a reaction SMILES: Br[C:2]1[N:7]=[C:6]([CH:8]=O)[CH:5]=[CH:4][CH:3]=1.[Li][CH2:11][CH2:12][CH2:13][CH3:14].[CH2:15]([Mg]Cl)[CH2:16][CH2:17][CH3:18].Br[C:22]1C=[CH:26][CH:25]=[C:24](Br)[N:23]=1.[CH3:29][N:30](C=O)[CH3:31].C(O)(=O)CC(CC(O)=O)(C(O)=O)O>C1(C)C=CC=CC=1.O>[N:23]1([CH2:24][CH2:25][C:26]#[C:8][C:6]2[CH:5]=[CH:4][CH:3]=[C:2]([CH2:29][N:30]3[CH2:31][CH2:18][CH2:17][CH2:16][CH2:15]3)[N:7]=2)[CH2:22][CH2:14][CH2:13][CH2:12][CH2:11]1. Reported procedure: 6-Bromo-pyridine-2-carbaldehyde. To a −10° C. solution of n-BuLi (2.5 M in hexane, 5.6 mL, 14 mmol) in anhydrous toluene (20 mL) was added a solution of n-BuMgCl (2 M in THF, 3.5 mL) over 20 min, maintaining the temperature between −10° C. and 0° C. The mixture was stirred at −10° C. for 30 min. A solution of 2,6-dibromo-pyridine (4.74 g, 20 mmol) in toluene (20 mL) was added drop-wise over a period of 30 min while keeping the temperature below −5° C. The resulting suspension was stirred at −10°... Reactants: NC1=C(C=C(C=C1)CO)Cl ((4-Amino-3-chlorophenyl)methanol), N1C=NC=C1 (imidazole), [Si](C)(C)(C(C)(C)C)OCC1=CC(=C(N)C=C1OC)Cl (4-({[tert-butyl(dimethyl)silyl]oxy}methyl)-2-chloro-5-methoxyaniline), NC1=C(C=C(C=C1)CO)Cl ((4-Amino-3-chlorophenyl)methanol), Cl[Si](C)(C)C(C)(C)C (cloro(tertbutyl)-dimethylsilane). The solvent is CN(C)C=O (DMF). Product: [Si](C)(C)(C(C)(C)C)OCC1=CC(=C(N)C=C1)Cl (4-({[tert-butyl(dimethyl)silyl]oxy}methyl)-2-chloroaniline). Reaction SMILES: NC1C=CC(CO)=CC=1Cl.Cl[Si](C(C)(C)C)(C)C.N1C=CN=C1.[Si:24]([O:31][CH2:32][C:33]1[C:39](OC)=[CH:38][C:36]([NH2:37])=[C:35]([Cl:42])[CH:34]=1)([C:27]([CH3:30])([CH3:29])[CH3:28])([CH3:26])[CH3:25]>CN(C=O)C>[Si:24]([O:31][CH2:32][C:33]1[CH:39]=[CH:38][C:36]([NH2:37])=[C:35]([Cl:42])[CH:34]=1)([C:27]([CH3:30])([CH3:29])[CH3:28])([CH3:26])[CH3:25]. Procedure: Obtained as a light orange oil (87%) starting from (4-Amino-3-chlorophenyl)methanol (intermediate 45; 2.72 g, 0.016 mol), 4.94 g (0.033 mmol) of cloro(tertbutyl)-dimethylsilane and 3.35 g (0.049 mol) of imidazole in 68 ml DMF and following the experimental procedure as described for intermediate 39. The reactants are N1=CC(=CC=C1)O (3-Pyridinol), CN(C)C=O (DMF), CC(C)([O-])C.[K+] (potassium tert-butoxide), COCCl (chloromethyl methyl ether). The solvent is C1CCOC1 (THF). Run at time 2 hour. The product is COCOC1=NC=CC=C1 (2-{[(Methyloxy)methyl]oxy}pyridine). Reaction SMILES: [N:1]1[CH:6]=[CH:5][CH:4]=[C:3](O)[CH:2]=1.CN([CH:11]=[O:12])C.C[C:14](C)([O-:16])C.[K+].COCCl>C1COCC1>[CH3:14][O:16][CH2:11][O:12][C:2]1[CH:3]=[CH:4][CH:5]=[CH:6][N:1]=1 |f:2.3|. Procedure details: 3-Pyridinol (1 eq.) was taken up in a 2:1 (v/v) mixture of DMF:THF (0.9 M). To this was then added, at −15° C., potassium tert-butoxide (1.1 eq.) and the resulting suspension was stirred at −15° C. for 25 min before chloromethyl methyl ether (1.1 eq.) was added dropwise over 15 min. The mixture was then warmed to RT over 1 h and allowed to stir at RT for another 2 h. The reaction mixture was then concentrated in vacuo and the resulting residue partitioned between EtOAc and water. The aqueous lay... Reactants: FC1=C(C=C(C=C1)OC1=NC=CN=C1)[C@]1(N=C(O[C@@H](C1)C(F)(F)F)NC(C1=CC=CC=C1)=O)CF (N-((4S,6S)-4-(2-fluoro-5-(pyrazin-2-yloxy)phenyl)-4-(fluoromethyl)-6-(trifluoromethyl)-5,6-dihydro-4H-1,3-oxazin-2-yl)benzamide), N12CCCCCC2=NCCC1 (1,8-diazabicyclo-[5.4.0]undec-7-ene). The solvent is CO (MeOH). Reaction conditions: temperature 60 celsius, time 1 hour. The product is FC1=C(C=C(C=C1)OC1=NC=CN=C1)[C@]1(N=C(O[C@@H](C1)C(F)(F)F)N)CF ((4S,6S)-4-(2-fluoro-5-(pyrazin-2-yloxy)phenyl)-4-(fluoromethyl)-6-(trifluoromethyl)-5,6-dihydro-4H-1,3-oxazin-2-amine). Yield: 56.6%. Reaction SMILES: [F:1][C:2]1[CH:7]=[CH:6][C:5]([O:8][C:9]2[CH:14]=[N:13][CH:12]=[CH:11][N:10]=2)=[CH:4][C:3]=1[C@:15]1([CH2:34][F:35])[CH2:20][C@@H:19]([C:21]([F:24])([F:23])[F:22])[O:18][C:17]([NH:25]C(=O)C2C=CC=CC=2)=[N:16]1.N12CCCN=C1CCCCC2>CO>[F:1][C:2]1[CH:7]=[CH:6][C:5]([O:8][C:9]2[CH:14]=[N:13][CH:12]=[CH:11][N:10]=2)=[CH:4][C:3]=1[C@:15]1([CH2:34][F:35])[CH2:20][C@@H:19]([C:21]([F:23])([F:24])[F:22])[O:18][C:17]([NH2:25])=[N:16]1. Procedure: To a solution of N-((4S,6S)-4-(2-fluoro-5-(pyrazin-2-yloxy)phenyl)-4-(fluoromethyl)-6-(trifluoromethyl)-5,6-dihydro-4H-1,3-oxazin-2-yl)benzamide (85 mg, 0.173 mmol) in MeOH (690 μL) was added 1,8-diazabicyclo-[5.4.0]undec-7-ene (77 μL, 0.518 mmol) dropwise. The reaction mixture was stirred at 60° C. for 1 h, then at 80° C. for another hour. After cooling to room temperature, the crude material was purified by reverse-phase preparative HPLC using a Phenomenex Gemini column, 10 micron, C18, 110 Å,...